Dataset: the Open Reaction Database (ORD), a public repository of structured organic reaction records. Task: describe an organic reaction: reactants, conditions, products, and yield Reactants: C1CCOC1, CCOC(C)=O, Cc1ccc(C(O)C(F)(F)F)cc1, [H-], Nc1nc(Cl)cc(Cl)n1, [Na+], O. Yields the product Cc1ccc(C(Oc2cc(Cl)nc(N)n2)C(F)(F)F)cc1. Reaction SMILES: [CH2:26]1[O:27][CH2:28][CH2:29][CH2:30]1.[CH3:31][CH2:32][O:33][C:34](=[O:35])[CH3:36].[CH3:3][c:4]1[cH:5][cH:6][c:7]([CH:10]([C:11]([F:12])([F:13])[F:14])[OH:15])[cH:8][cH:9]1.[H-:2].[NH2:16][c:17]1[n:18][c:19]([Cl:24])[cH:20][c:21]([Cl:23])[n:22]1.[Na+:1].[OH2:25]>>[CH3:3][c:4]1[cH:5][cH:6][c:7]([CH:10]([C:11]([F:12])([F:13])[F:14])[O:15][c:21]2[cH:20][c:19]([Cl:24])[n:18][c:17]([NH2:16])[n:22]2)[cH:8][cH:9]1. Reactants: CN(C(C1=C(C=CC(=C1)N1N=NN=C1)OC)=O)CC(CCS(=O)(=O)C)C1=CC(=C(C=C1)Cl)Cl (N-methyl-N-(2-(3,4-dichlorophenyl)-4-methanesulfonylbutyl)-2-methoxy-5-(1H-tetrazol-1-yl)benzamide), I.N1C(=NC2=C1C=CC=C2)C(=O)C2CCNCC2 (4-(1H-benzimidazole-2-carbonyl)piperidine hydriodic acid salt). The product is CN(C(C1=C(C=CC(=C1)N1N=NN=C1)OC)=O)CC(CCN1CCC(CC1)C(=O)C1=NC2=C(N1)C=CC=C2)C2=CC(=C(C=C2)Cl)Cl (N-Methyl-N-(4-(4-(1H-benzimidazole-2-carbonyl)piperidin-1-yl)-2-(3,4-dichlorophenyl)butyl)-2-methoxy-5-(1H-tetrazol-1-yl)benzamide). Reaction SMILES: [CH3:1][N:2]([CH2:18][CH:19]([C:26]1[CH:31]=[CH:30][C:29]([Cl:32])=[C:28]([Cl:33])[CH:27]=1)[CH2:20][CH2:21]S(C)(=O)=O)[C:3](=[O:17])[C:4]1[CH:9]=[C:8]([N:10]2[CH:14]=[N:13][N:12]=[N:11]2)[CH:7]=[CH:6][C:5]=1[O:15][CH3:16].I.[NH:35]1[C:39]2[CH:40]=[CH:41][CH:42]=[CH:43][C:38]=2[N:37]=[C:36]1[C:44]([CH:46]1[CH2:51][CH2:50][NH:49][CH2:48][CH2:47]1)=[O:45]>>[CH3:1][N:2]([CH2:18][CH:19]([C:26]1[CH:31]=[CH:30][C:29]([Cl:32])=[C:28]([Cl:33])[CH:27]=1)[CH2:20][CH2:21][N:49]1[CH2:50][CH2:51][CH:46]([C:44]([C:36]2[NH:35][C:39]3[CH:40]=[CH:41][CH:42]=[CH:43][C:38]=3[N:37]=2)=[O:45])[CH2:47][CH2:48]1)[C:3](=[O:17])[C:4]1[CH:9]=[C:8]([N:10]2[CH:14]=[N:13][N:12]=[N:11]2)[CH:7]=[CH:6][C:5]=1[O:15][CH3:16] |f:1.2|. Reported procedure: Prepare by the method of Example 1.7 using N-methyl-N-(2-(3,4-dichlorophenyl)-4-methanesulfonylbutyl)-2-methoxy-5-(1H-tetrazol-1-yl)benzamide and 4-(1H-benzimidazole-2-carbonyl)piperidine hydriodic acid salt to give the title compound. Reactants: ClC1=C(C=C(C=C1)C)NC1=C(C=NC=2N1N=CC2C(=O)OCC)C(=O)O (7-(2-Chloro-5-methylphenylamino)-3-ethoxycarbonylpyrazolo[1,5-a]pyrimidine-6-carboxylic acid), Cl.FC1(CCNCC1)C1=CC=CC=C1 (4-fluoro-4-phenylpiperidine hydrochloride). The product is ClC1=C(C=C(C=C1)C)NC1=C(C=NC=2N1N=CC2C(=O)OCC)C(=O)N2CCC(CC2)(C2=CC=CC=C2)F (7-(2-Chloro-5-methylphenylamino)-3-ethoxycarbonyl-6-(4-fluoro-4-phenylpiperidine-1-carbonyl)pyrazolo[1,5-a]pyrimidine). Isolated yield 71.2%. RXN SMILES: [Cl:1][C:2]1[CH:7]=[CH:6][C:5]([CH3:8])=[CH:4][C:3]=1[NH:9][C:10]1[N:15]2[N:16]=[CH:17][C:18]([C:19]([O:21][CH2:22][CH3:23])=[O:20])=[C:14]2[N:13]=[CH:12][C:11]=1[C:24]([OH:26])=O.Cl.[F:28][C:29]1([C:35]2[CH:40]=[CH:39][CH:38]=[CH:37][CH:36]=2)[CH2:34][CH2:33][NH:32][CH2:31][CH2:30]1>>[Cl:1][C:2]1[CH:7]=[CH:6][C:5]([CH3:8])=[CH:4][C:3]=1[NH:9][C:10]1[N:15]2[N:16]=[CH:17][C:18]([C:19]([O:21][CH2:22][CH3:23])=[O:20])=[C:14]2[N:13]=[CH:12][C:11]=1[C:24]([N:32]1[CH2:33][CH2:34][C:29]([F:28])([C:35]2[CH:36]=[CH:37][CH:38]=[CH:39][CH:40]=2)[CH2:30][CH2:31]1)=[O:26] |f:1.2|. Procedure: In the same manner as in Example 21, step 5 and using 7-(2-chloro-5-methylphenylamino)-3-ethoxycarbonylpyrazolo[1,5-a]pyrimidine-6-carboxylic acid (100 mg, 0.27 mmol) obtained in Example 66, step 2 and 4-fluoro-4-phenylpiperidine hydrochloride (86 mg, 0.40 mmol), the title compound (103 mg, 72%) was obtained. Reactants: COC(C1=C(C=CC(=C1)OC)[N+](=O)[O-])=O (5-Methoxy-2-nitro-benzoic acid methyl ester). Run in C(C)O (ethanol), [OH-].[Na+] (NaOH). Run at time 18 hour. The product is COC=1C=CC(=C(C(=O)O)C1)[N+](=O)[O-] (5-Methoxy-2-nitro-benzoic acid). As a reaction SMILES: C[O:2][C:3](=[O:15])[C:4]1[CH:9]=[C:8]([O:10][CH3:11])[CH:7]=[CH:6][C:5]=1[N+:12]([O-:14])=[O:13]>C(O)C.[OH-].[Na+]>[CH3:11][O:10][C:8]1[CH:7]=[CH:6][C:5]([N+:12]([O-:14])=[O:13])=[C:4]([CH:9]=1)[C:3]([OH:15])=[O:2] |f:2.3|. Procedure details: The crude material from Example 44b (23.3 g) is dissolved in 110 ml ethanol and 44 ml of 4N NaOH. The mixture is stirred at rt for 18 h. After that time, the ethanol is evaporated. To the residue, water is added and the mixture is washed twice with dichloromethane. To the water phase, conc. HCl is added until pH=1 is reached. The title compound is obtained by extraction with ether. Purification follows by crystallization from ethyl acetate-hexane. mp: 131-134° C.; MS: 196 (M+−1); HPLC: tret=7.90... The reactants are CCOC(C)=O, CCN(C(C)C)C(C)C, ClC(Cl)Cl, Clc1nc2nc(C3CC3)nc(Cl)c2s1, O=C(NCc1ccc(OC(F)(F)F)cc1)C1CNCCN1S(=O)(=O)c1ccc(C2CC2)cc1. The product is O=C(NCc1ccc(OC(F)(F)F)cc1)C1CN(c2nc3nc(C4CC4)nc(Cl)c3s2)CCN1S(=O)(=O)c1ccc(C2CC2)cc1. RXN SMILES: [CH3:61][CH2:62][O:63][C:64](=[O:65])[CH3:66].[CH:48]([N:49]([CH2:50][CH3:51])[CH:52]([CH3:53])[CH3:54])([CH3:55])[CH3:56].[CH:57]([Cl:58])([Cl:59])[Cl:60].[Cl:34][c:35]1[s:36][c:37]2[c:38]([n:39][c:40]([CH:44]3[CH2:45][CH2:46]3)[n:41][c:42]2[Cl:43])[n:47]1.[F:1][C:2]([O:3][c:4]1[cH:5][cH:6][c:7]([CH2:8][NH:9][C:10](=[O:11])[CH:12]2[N:13]([S:18](=[O:19])(=[O:20])[c:21]3[cH:22][cH:23][c:24]([CH:27]4[CH2:28][CH2:29]4)[cH:25][cH:26]3)[CH2:14][CH2:15][NH:16][CH2:17]2)[cH:30][cH:31]1)([F:32])[F:33]>>[F:1][C:2]([O:3][c:4]1[cH:5][cH:6][c:7]([CH2:8][NH:9][C:10](=[O:11])[CH:12]2[N:13]([S:18](=[O:19])(=[O:20])[c:21]3[cH:22][cH:23][c:24]([CH:27]4[CH2:28][CH2:29]4)[cH:25][cH:26]3)[CH2:14][CH2:15][N:16]([c:35]3[s:36][c:37]4[c:38]([n:39][c:40]([CH:44]5[CH2:45][CH2:46]5)[n:41][c:42]4[Cl:43])[n:47]3)[CH2:17]2)[cH:30][cH:31]1)([F:32])[F:33].